From a dataset of the Open Reaction Database (ORD), a public repository of structured organic reaction records. describe an organic reaction: reactants, conditions, products, and yield Reactants: CCOc1ncncc1NC(=O)OCC(Cl)(Cl)Cl, CS(C)=O, CCN(C(C)C)C(C)C, O, c1ccc(-c2csc(N3CCNCC3)n2)cc1. Product: CCOc1ncncc1NC(=O)N1CCN(c2nc(-c3ccccc3)cs2)CC1. Reaction SMILES: [CH2:1]([CH3:2])[O:3][c:4]1[n:5][cH:6][n:7][cH:8][c:9]1[NH:10][C:11]([O:12][CH2:13][C:14]([Cl:15])([Cl:16])[Cl:17])=[O:18].[CH3:45][S:46]([CH3:47])=[O:48].[CH:36]([N:37]([CH:38]([CH3:39])[CH3:40])[CH2:41][CH3:42])([CH3:43])[CH3:44].[OH2:49].[c:19]1(-[c:25]2[n:26][c:27]([N:30]3[CH2:31][CH2:32][NH:33][CH2:34][CH2:35]3)[s:28][cH:29]2)[cH:20][cH:21][cH:22][cH:23][cH:24]1>>[CH2:1]([CH3:2])[O:3][c:4]1[n:5][cH:6][n:7][cH:8][c:9]1[NH:10][C:11](=[O:18])[N:33]1[CH2:32][CH2:31][N:30]([c:27]2[n:26][c:25](-[c:19]3[cH:20][cH:21][cH:22][cH:23][cH:24]3)[cH:29][s:28]2)[CH2:35][CH2:34]1. Starting materials: C(C)(=O)Cl (acetyl chloride), C(C)(=O)NC1=C(C(=NC(=C1)C1=C(C(=C(C=C1)Cl)OC)F)C(=O)OC)OC (Methyl 4-acetamido-6-(4-chloro-2-fluoro-3-methoxyphenyl)-3-methoxypicolinate), C(C)(=O)Cl (acetyl chloride). The solvent is CO (CH3OH). Reaction conditions: temperature 25 celsius, time 3 hour. Yields the product NC1=C(C(=NC(=C1)C1=C(C(=C(C=C1)Cl)OC)F)C(=O)OC)OC (methyl 4-amino-6-(4-chloro-2-fluoro-3-methoxyphenyl)-3-methoxypicolinate). Yield: 16.0%. Reaction SMILES: C([NH:4][C:5]1[CH:10]=[C:9]([C:11]2[CH:16]=[CH:15][C:14]([Cl:17])=[C:13]([O:18][CH3:19])[C:12]=2[F:20])[N:8]=[C:7]([C:21]([O:23][CH3:24])=[O:22])[C:6]=1[O:25][CH3:26])(=O)C.C(Cl)(=O)C>CO>[NH2:4][C:5]1[CH:10]=[C:9]([C:11]2[CH:16]=[CH:15][C:14]([Cl:17])=[C:13]([O:18][CH3:19])[C:12]=2[F:20])[N:8]=[C:7]([C:21]([O:23][CH3:24])=[O:22])[C:6]=1[O:25][CH3:26]. Procedure: Methyl 4-acetamido-6-(4-chloro-2-fluoro-3-methoxyphenyl)-3-methoxypicolinate (209 mg, 0.55 mmol) was dissolved in CH3OH (10 mL), and acetyl chloride (194 μL, 2.73 mmol) was added dropwise to the mixture. The reaction mixture was allowed to stir at 25° C. for 3 h. Additional acetyl chloride (194 μL, 2.73 mmol) was then added, and the reaction mixture was allowed to stir at 25° C. overnight. The reaction mixture was concentrated to dryness and purified by flash chromatography (SiO2; 0-50% EtOAc/he...